The task is: describe an organic reaction: reactants, conditions, products, and yield. This data is from the Open Reaction Database (ORD), a public repository of structured organic reaction records. Starting materials: N1CCOCC1 (morpholine), [N+](=O)([O-])C1=CC=C(C=C1)CCS(=O)(=O)Cl (2-(4-Nitro-phenyl)-ethanesulfonyl chloride), Example 33 ( A ). Run in C1CCOC1 (THF). Product: N1(CCOCC1)S(=O)(=O)CCC1=CC=C(C=C1)N (4-[2-(Morpholine-4-sulfonyl)-ethyl]-phenylamine), solid. The yield is 52.0%. As a reaction SMILES: [N+:1]([C:4]1[CH:9]=[CH:8][C:7]([CH2:10][CH2:11][S:12](Cl)(=[O:14])=[O:13])=[CH:6][CH:5]=1)([O-])=O.[NH:16]1[CH2:21][CH2:20][O:19][CH2:18][CH2:17]1>C1COCC1>[N:16]1([S:12]([CH2:11][CH2:10][C:7]2[CH:8]=[CH:9][C:4]([NH2:1])=[CH:5][CH:6]=2)(=[O:14])=[O:13])[CH2:21][CH2:20][O:19][CH2:18][CH2:17]1. Reported procedure: 2-(4-Nitro-phenyl)-ethanesulfonyl chloride (from Example 33 (A), 300 mg) was suspended in 5 mL of THF. To the stirring solution was added morpholine (1 mL) dropwise at r.t. After 5 hours the solvent was evaporated. The nitro product was purified by flash chromatography (CH2Cl2/CH3OH 10:1 v/v) and was converted to the title compound under normal hydrogenation conditions. The title compound was obtained as a yellow solid (167 mg, 52%). 1H NMR (400 MHz, CD3OD) δ (ppm): 7.01 (d, J=8.4 Hz, 2H), 6.65 ... The reactants are CON=C(CC=1C(NCCCC1C1=CC=C(C=C1)OC)=O)C (3-(2-methoxyiminopropyl)-4-(4-methoxyphenyl)-1,5,6,7-tetrahydro-2H-azepinone), [H][H] (hydrogen). Reagents/catalysts: [Ni] (Raney nickel). Solvent: C(C)O (ethanol). Yields the product NC(CC=1C(NCCCC1C1=CC=C(C=C1)OC)=O)C (3-(2-aminopropyl)-4-(4-methoxyphenyl)-1,5,6,7-tetrahydro-2H-azepinone). RXN SMILES: CO[N:3]=[C:4]([CH3:22])[CH2:5][C:6]1[C:7](=[O:21])[NH:8][CH2:9][CH2:10][CH2:11][C:12]=1[C:13]1[CH:18]=[CH:17][C:16]([O:19][CH3:20])=[CH:15][CH:14]=1.[H][H]>C(O)C.[Ni]>[NH2:3][CH:4]([CH3:22])[CH2:5][C:6]1[C:7](=[O:21])[NH:8][CH2:9][CH2:10][CH2:11][C:12]=1[C:13]1[CH:14]=[CH:15][C:16]([O:19][CH3:20])=[CH:17][CH:18]=1. Reported procedure: The solution of 6.5 g of 3-(2-methoxyiminopropyl)-4-(4-methoxyphenyl)-1,5,6,7-tetrahydro-2H-azepinone in 150 ml of ethanol is hydrogenated at room temperature and atmospheric pressure in the presence of 10 g of Raney nickel until the uptake of 2 mole equivalents of hydrogen is complete. The mixture is filtered, the filtrate evaporated and the residue dissolved in 100 ml of water and 10 ml of 6 N hydrochloric acid. The acidic solution is washed with diethyl ether, filtered, basified with 30 ml of... The reactants are CCCCCCCOc1ccc(-c2ccc(CC(C)O)c(F)c2F)cc1, CCCCCCCOc1ccc(-c2cccc(F)c2F)cc1, CC1CO1, ClCCl, CCCCC(=O)O, CN(C)c1ccncc1, C(=NC1CCCCC1)=NC1CCCCC1. Product: CCCCCCCOc1ccc(-c2ccc(CC(C)OC(=O)CCCC)c(F)c2F)cc1. As a reaction SMILES: [CH2:23]([CH2:24][CH2:25][CH2:26][CH2:27][CH2:28][CH3:29])[O:30][c:31]1[cH:32][cH:33][c:34](-[c:37]2[c:38]([F:48])[c:39]([F:47])[c:40]([CH2:43][CH:44]([CH3:45])[OH:46])[cH:41][cH:42]2)[cH:35][cH:36]1.[CH2:49]([O:50][c:51]1[cH:52][cH:53][c:54](-[c:55]2[cH:56][cH:57][cH:58][c:59]([F:60])[c:61]2[F:62])[cH:63][cH:64]1)[CH2:65][CH2:66][CH2:67][CH2:68][CH2:69][CH3:70].[CH2:71]1[O:72][CH:73]1[CH3:74].[CH2:75]([Cl:76])[Cl:77].[CH3:16][CH2:17][CH2:18][CH2:19][C:20]([OH:21])=[O:22].[CH3:78][N:79]([c:80]1[cH:81][cH:82][n:83][cH:84][cH:85]1)[CH3:86].[CH:1]1([N:2]=[C:3]=[N:4][CH:5]2[CH2:6][CH2:7][CH2:8][CH2:9][CH2:10]2)[CH2:11][CH2:12][CH2:13][CH2:14][CH2:15]1>>[CH3:16][CH2:17][CH2:18][CH2:19][C:20](=[O:21])[O:22][CH:44]([CH2:43][c:40]1[c:39]([F:47])[c:38]([F:48])[c:37](-[c:34]2[cH:33][cH:32][c:31]([O:30][CH2:23][CH2:24][CH2:25][CH2:26][CH2:27][CH2:28][CH3:29])[cH:36][cH:35]2)[cH:42][cH:41]1)[CH3:45]. The reactants are C(C)OC(C1=CC=C(C=C1)NC(=O)C=1C=C2N(CCNC2=CC1)S(=O)(=O)C1=C(C=CC(=C1)Cl)OC)=O (4-{[4-(5-chloro-2-methoxy-benzenesulfonyl)-1,2,3,4-tetrahydro-quinoxaline-6-carbonyl]-amino}-benzoic acid ethyl ester), [OH-].[Na+] (NaOH). Run in O1CCCC1 (tetrahydrofuran), CO (methanol). Conditions: time 2 hour. Yields the product ClC=1C=CC(=C(C1)S(=O)(=O)N1CCNC2=CC=C(C=C12)C(=O)NC1=CC=C(C(=O)O)C=C1)OC (4-{[4-(5-Chloro-2-methoxy-benzenesulfonyl)-1,2,3,4-tetrahydro-quinoxaline-6-carbonyl]-amino}-benzoic acid). RXN SMILES: C([O:3][C:4](=[O:36])[C:5]1[CH:10]=[CH:9][C:8]([NH:11][C:12]([C:14]2[CH:15]=[C:16]3[C:21](=[CH:22][CH:23]=2)[NH:20][CH2:19][CH2:18][N:17]3[S:24]([C:27]2[CH:32]=[C:31]([Cl:33])[CH:30]=[CH:29][C:28]=2[O:34][CH3:35])(=[O:26])=[O:25])=[O:13])=[CH:7][CH:6]=1)C.[OH-].[Na+]>O1CCCC1.CO>[Cl:33][C:31]1[CH:30]=[CH:29][C:28]([O:34][CH3:35])=[C:27]([S:24]([N:17]2[C:16]3[C:21](=[CH:22][CH:23]=[C:14]([C:12]([NH:11][C:8]4[CH:9]=[CH:10][C:5]([C:4]([OH:36])=[O:3])=[CH:6][CH:7]=4)=[O:13])[CH:15]=3)[NH:20][CH2:19][CH2:18]2)(=[O:26])=[O:25])[CH:32]=1 |f:1.2|. Reported procedure: A suspension of 4-{[4-(5-chloro-2-methoxy-benzenesulfonyl)-1,2,3,4-tetrahydro-quinoxaline-6-carbonyl]-amino}-benzoic acid ethyl ester (30 mg, 0.06 mmol) in tetrahydrofuran (2 mL) and methanol (2 mL) was treated with NaOH 2N (2 mL) and warmed until a clear solution was obtained. The mixture was stirred at room temperature 2 hours, the organic solvents were then partially removed. The aqueous slurry was acidified with HCl 1N (4 mL) and the resulting precipitate filtered, washing with water. 4-{[4-... Starting materials: CC(C)(C)OC(=O)N1CCC(Oc2ccn(-c3ccc(C#N)cc3F)c(=O)c2)CC1, O=C([O-])[O-], CCCc1cnc(Cl)nc1, [Cs+], [Cs+]. The product is CC(C)OC(=O)N1CCC(Oc2ccn(-c3ccc(C#N)cc3F)c(=O)c2)CC1. RXN SMILES: [C:1](#[N:2])[c:3]1[cH:4][c:5]([F:30])[c:6](-[n:9]2[c:10](=[O:29])[cH:11][c:12]([O:15][CH:16]3[CH2:17][CH2:18][N:19]([C:22](=[O:23])[O:24][C:25]([CH3:26])([CH3:27])[CH3:28])[CH2:20][CH2:21]3)[cH:13][cH:14]2)[cH:7][cH:8]1.[C:41](=[O:42])([O-:43])[O-:44].[Cl:31][c:32]1[n:33][cH:34][c:35]([CH2:36][CH2:37][CH3:38])[cH:39][n:40]1.[Cs+:45].[Cs+:46]>>[C:1](#[N:2])[c:3]1[cH:4][c:5]([F:30])[c:6](-[n:9]2[c:10](=[O:29])[cH:11][c:12]([O:15][CH:16]3[CH2:17][CH2:18][N:19]([C:22](=[O:23])[O:24][CH:25]([CH3:26])[CH3:27])[CH2:20][CH2:21]3)[cH:13][cH:14]2)[cH:7][cH:8]1. Reactants: Cl.Cl.COC1=CC=C(C=C1)CC1=CC(=C(C=C1)N)N (4-[(4-methoxyphenyl)-methyl]-o-phenylene-diamine dihydrochloride), NC(=S)N (thiourea). Reaction conditions: time 2 hour. Product: COC1=CC=C(C=C1)CC1=CC2=C(NC(N2)=S)C=C1 (5-[(4-Methoxyphenyl)-methyl]-2,3-dihydro-1H-benzimidazole-2-thione). Reaction SMILES: Cl.Cl.[CH3:3][O:4][C:5]1[CH:10]=[CH:9][C:8]([CH2:11][C:12]2[CH:17]=[CH:16][C:15]([NH2:18])=[C:14]([NH2:19])[CH:13]=2)=[CH:7][CH:6]=1.N[C:21](N)=[S:22]>>[CH3:3][O:4][C:5]1[CH:6]=[CH:7][C:8]([CH2:11][C:12]2[CH:17]=[CH:16][C:15]3[NH:18][C:21](=[S:22])[NH:19][C:14]=3[CH:13]=2)=[CH:9][CH:10]=1 |f:0.1.2|. Procedure details: A mixture of 0.35 g (1.16 mmoles) of 4-[(4-methoxyphenyl)-methyl]-o-phenylene-diamine dihydrochloride and 0.286 g (3.76 mmoles) of thiourea are melted in an oil-bath at a temperature of 150°-160° C. and kept at the same temperature for 2 hours.